Dataset: the Open Reaction Database (ORD), a public repository of structured organic reaction records. Task: describe an organic reaction: reactants, conditions, products, and yield Starting materials: C1(=CC=CC=C1)C1(CC1)C1=CC=C(C(=O)N2CC3=C(CC2)C=C(O3)CN3CCCC3)C=C1 (6-[4-(1-Phenylcyclopropyl)benzoyl]-2-(1-pyrrolidinylmethyl)-4,5,6,7-tetrahydrofuro[2,3-c]pyridine), Cl (hydrogen chloride). The solvent is CO (methanol), CO (methanol). The product is Cl.C1(=CC=CC=C1)C1(CC1)C1=CC=C(C(=O)N2CC3=C(CC2)C=C(O3)CN3CCCC3)C=C1 (6-[4-(1-phenylcyclopropyl)benzoyl]-2-(1-pyrrolidinylmethyl)-4,5,6,7-tetrahydrofuro[2,3-c]pyridine hydrochloride). RXN SMILES: [C:1]1([C:7]2([C:10]3[CH:32]=[CH:31][C:13]([C:14]([N:16]4[CH2:21][CH2:20][C:19]5[CH:22]=[C:23]([CH2:25][N:26]6[CH2:30][CH2:29][CH2:28][CH2:27]6)[O:24][C:18]=5[CH2:17]4)=[O:15])=[CH:12][CH:11]=3)[CH2:9][CH2:8]2)[CH:6]=[CH:5][CH:4]=[CH:3][CH:2]=1.[ClH:33]>CO>[ClH:33].[C:1]1([C:7]2([C:10]3[CH:11]=[CH:12][C:13]([C:14]([N:16]4[CH2:21][CH2:20][C:19]5[CH:22]=[C:23]([CH2:25][N:26]6[CH2:30][CH2:29][CH2:28][CH2:27]6)[O:24][C:18]=5[CH2:17]4)=[O:15])=[CH:31][CH:32]=3)[CH2:8][CH2:9]2)[CH:6]=[CH:5][CH:4]=[CH:3][CH:2]=1 |f:3.4|. Reported procedure: 6-[4-(1-Phenylcyclopropyl)benzoyl]-2-(1-pyrrolidinylmethyl)-4,5,6,7-tetrahydrofuro[2,3-c]pyridine 0.481 g was dissolved in 2 ml of methanol; hydrogen chloride in methanol was added in excess, followed by stirring. This mixture was concentrated to yield the desired product. Starting materials: OC(c1ccc(Cl)cc1)c1cc2ccncc2[nH]1, C1CCOC1. Yields the product O=C(c1ccc(Cl)cc1)c1cc2ccncc2[nH]1. RXN SMILES: [Cl:1][c:2]1[cH:3][cH:4][c:5]([CH:8]([OH:9])[c:10]2[cH:11][c:12]3[c:13]([cH:14][n:15][cH:16][cH:17]3)[nH:18]2)[cH:6][cH:7]1.[O:19]1[CH2:20][CH2:21][CH2:22][CH2:23]1>>[Cl:1][c:2]1[cH:3][cH:4][c:5]([C:8](=[O:9])[c:10]2[cH:11][c:12]3[c:13]([cH:14][n:15][cH:16][cH:17]3)[nH:18]2)[cH:6][cH:7]1.